Dataset: the Open Reaction Database (ORD), a public repository of structured organic reaction records. Task: describe an organic reaction: reactants, conditions, products, and yield Reactants: CCOC(=O)C(Br)Br, O=C([O-])[O-], Cn1nccc1C(=O)c1cc(O)c(O)c(Cl)c1Cl, CN(C)C=O, [K+], [K+]. The product is CCOC(=O)C1Oc2cc(C(=O)c3ccnn3C)c(Cl)c(Cl)c2O1. RXN SMILES: [Br:25][CH:26]([C:27](=[O:28])[O:29][CH2:30][CH3:31])[Br:32].[C:19](=[O:20])([O-:21])[O-:22].[CH3:1][n:2]1[n:3][cH:4][cH:5][c:6]1[C:7](=[O:8])[c:9]1[c:10]([Cl:18])[c:11]([Cl:17])[c:12]([OH:16])[c:13]([OH:15])[cH:14]1.[CH3:33][N:34]([CH3:35])[CH:36]=[O:37].[K+:23].[K+:24]>>[CH3:1][n:2]1[n:3][cH:4][cH:5][c:6]1[C:7](=[O:8])[c:9]1[c:10]([Cl:18])[c:11]([Cl:17])[c:12]2[c:13]([cH:14]1)[O:15][CH:26]([C:27](=[O:28])[O:29][CH2:30][CH3:31])[O:16]2. Starting materials: N#CCOC=O, ClCCl, CCOC(=O)C(N)C#N. The product is CCOC(=O)C(C#N)NC=O. Reaction SMILES: [CH:10](=[O:11])[O:12][CH2:13][C:14]#[N:15].[Cl:16][CH2:17][Cl:18].[NH2:1][CH:2]([C:3](=[O:4])[O:5][CH2:6][CH3:7])[C:8]#[N:9]>>[NH:1]([CH:2]([C:3](=[O:4])[O:5][CH2:6][CH3:7])[C:8]#[N:9])[CH:10]=[O:11]. Starting materials: C=CCOC(=O)c1ccc(C(=O)[O-])cc1, C1CCOC1, CC(O)c1ccc2c(c1)C(C)(C)CCC2(C)C, CCCCCC, CN(C)c1ccncc1, C(=NC1CCCCC1)=NC1CCCCC1, ClCCl, ClCCl. Product: C=CCOC(=O)c1ccc(C(=O)OC(C)c2ccc3c(c2)C(C)(C)CCC3(C)C)cc1. Reaction SMILES: [C:33]([c:34]1[cH:35][cH:36][c:37]([C:38](=[O:39])[O-:40])[cH:41][cH:42]1)(=[O:43])[O:44][CH2:45][CH:46]=[CH2:47].[CH2:66]1[O:67][CH2:68][CH2:69][CH2:70]1.[CH3:16][C:17]1([CH3:32])[c:18]2[cH:19][cH:20][c:21]([CH:29]([CH3:30])[OH:31])[cH:22][c:23]2[C:24]([CH3:27])([CH3:28])[CH2:25][CH2:26]1.[CH3:48][CH2:49][CH2:50][CH2:51][CH2:52][CH3:53].[CH3:57][N:58]([CH3:59])[c:60]1[cH:61][cH:62][n:63][cH:64][cH:65]1.[CH:1]1([N:2]=[C:3]=[N:4][CH:5]2[CH2:6][CH2:7][CH2:8][CH2:9][CH2:10]2)[CH2:11][CH2:12][CH2:13][CH2:14][CH2:15]1.[Cl:54][CH2:55][Cl:56].[Cl:71][CH2:72][Cl:73]>>[CH3:16][C:17]1([CH3:32])[c:18]2[cH:19][cH:20][c:21]([CH:29]([CH3:30])[O:31][C:38]([c:37]3[cH:36][cH:35][c:34]([C:33](=[O:43])[O:44][CH2:45][CH:46]=[CH2:47])[cH:42][cH:41]3)=[O:39])[cH:22][c:23]2[C:24]([CH3:27])([CH3:28])[CH2:25][CH2:26]1. Starting materials: C(CCC)SC(CNCCNC(C(C)(C)SCC1=CC=C(C=C1)OC)CN1CCC(CC1)C)(C)C (N-(2-Butylthio-2-methylpropyl)-N'-[2-p-methoxybenzylthio-2-methyl-1-(4-methylpiperidino) methylpropyl]ethylenediamine), FC(S(=O)(=O)O)(F)F (trifluoromethanesulfonic acid), O1CCCC1 (tetrahydrofuran), Cl (hydrogen chloride), O1CCOCC1 (dioxane). Solvent: CCOCC (ether). Yields the product C(CCC)SC(CNCCNC(C(C)(C)S)CN1CCC(CC1)C)(C)C (N-(2-Butylthio-2-methylpropyl)-N'-[2-mercapto-2-methyl-1-(4-methylpiperidino)methylpropyl]-ethylenediamine). Isolated yield 29.5%. As a reaction SMILES: [CH2:1]([S:5][C:6]([CH3:35])([CH3:34])[CH2:7][NH:8][CH2:9][CH2:10][NH:11][CH:12]([CH2:26][N:27]1[CH2:32][CH2:31][CH:30]([CH3:33])[CH2:29][CH2:28]1)[C:13]([S:16]CC1C=CC(OC)=CC=1)([CH3:15])[CH3:14])[CH2:2][CH2:3][CH3:4].FC(F)(F)S(O)(=O)=O.O1CCCC1.Cl.O1CCOCC1>CCOCC>[CH2:1]([S:5][C:6]([CH3:34])([CH3:35])[CH2:7][NH:8][CH2:9][CH2:10][NH:11][CH:12]([CH2:26][N:27]1[CH2:28][CH2:29][CH:30]([CH3:33])[CH2:31][CH2:32]1)[C:13]([SH:16])([CH3:15])[CH3:14])[CH2:2][CH2:3][CH3:4]. Reported procedure: A solution of Compound (32) (HCl salt) (2.5 g; 4.2 mmol) in a 1M trifluoromethanesulfonic acid in tetrahydrofuran (42 ml; 42 mmol) was stirred for 1 hour under cooling. The reaction mixture was combined with ether and extracted with 2N hydrochloric acid five times. The aqueous layer was adjusted to pH 10 with potassium carbonate and extracted with chloroform three times. The chloroform extract was washed with a saturated aqueous sodium chloride solution two times, dried over anhydrous sodium sul... Reactants: OC(C(=O)OCCCC)(CO)C (n-butyl 2,3-dihydroxyisobutyrate), ClC1=C(C=O)C=C(C=C1)[N+](=O)[O-] (2-chloro-5-nitrobenzaldehyde). The reagents and catalysts are C1(=CC=C(C=C1)S(=O)(=O)O)C (p-toluenesulfonic acid). Run in C1(=CC=CC=C1)C (toluene). Yields the product CC1(COC(O1)C=1C=C(C=CC1Cl)[N+](=O)[O-])C(=O)OCCCC (3-(5-methyl-5-n-butoxycarbonyl-1,3-dioxolan-2-yl)-4-chloronitrobenzene). The yield is 101.6%. Reaction SMILES: [OH:1][C:2]([CH3:12])([CH2:10][OH:11])[C:3]([O:5][CH2:6][CH2:7][CH2:8][CH3:9])=[O:4].[Cl:13][C:14]1[CH:21]=[CH:20][C:19]([N+:22]([O-:24])=[O:23])=[CH:18][C:15]=1[CH:16]=O>C1(C)C=CC=CC=1.C1(C)C=CC(S(O)(=O)=O)=CC=1>[CH3:12][C:2]1([C:3]([O:5][CH2:6][CH2:7][CH2:8][CH3:9])=[O:4])[O:1][CH:16]([C:15]2[CH:18]=[C:19]([N+:22]([O-:24])=[O:23])[CH:20]=[CH:21][C:14]=2[Cl:13])[O:11][CH2:10]1. Reported procedure: 19.4 g of n-butyl 2,3-dihydroxyisobutyrate are added to 18.6 g of 2-chloro-5-nitrobenzaldehyde and 0.5 g of p-toluenesulfonic acid in 250 ml of toluene, and the mixture is refluxed for 5 hours under a water separator. After the mixture has been cooled, the solvent is removed and the residue is dried under greatly reduced pressure. 35 g of 3-(5-methyl-5-n-butoxycarbonyl-1,3-dioxolan-2-yl)-4-chloronitrobenzene (oil) are obtained. Starting materials: NC1=CC=C(N=N1)C(=O)OC (Methyl 6-aminopyridazine-3-carboxylate), Cl.Cl.C1NCC=2C=NC=CC21 (2,3-Dihydro-1H-pyrrolo[3,4-c]pyridine, dihydrochloride), C(C)(C)C(CN)(C(C)C)C(C)C (triisopropylethylamine), N1=CC=CC=C1 (pyridine), C(OC1=CC=C(C=C1)[N+](=O)[O-])(=O)Cl (4-nitrophenyl carbonochloridate), C(N)([O-])=O (carbamate). Run in CN(C=O)C (dimethylformamide), ClCCl (dichloromethane), ClCCl (dichloromethane). Run at time 8 hour. The product is C1N(CC=2C=NC=CC21)C(=O)NC2=CC=C(N=N2)C(=O)OC (methyl 6-(2,3-dihydro-1H-pyrrolo[3,4-c]pyridine-2-carboxamido)pyridazine-3-carboxylate). As a reaction SMILES: [NH2:1][C:2]1[N:7]=[N:6][C:5]([C:8]([O:10][CH3:11])=[O:9])=[CH:4][CH:3]=1.N1C=CC=CC=1.[C:18](Cl)(=O)[O:19]C1C=CC([N+]([O-])=O)=CC=1.Cl.Cl.[CH2:33]1[C:41]2[CH:40]=[CH:39][N:38]=[CH:37][C:36]=2[CH2:35][NH:34]1.C(C(C(C)C)(C(C)C)CN)(C)C.C(=O)([O-])N>ClCCl.CN(C)C=O>[CH2:33]1[C:41]2[CH:40]=[CH:39][N:38]=[CH:37][C:36]=2[CH2:35][N:34]1[C:18]([NH:1][C:2]1[N:7]=[N:6][C:5]([C:8]([O:10][CH3:11])=[O:9])=[CH:4][CH:3]=1)=[O:19] |f:3.4.5|. Procedure: Methyl 6-aminopyridazine-3-carboxylate (2 g, 13.06 mmol) was suspended in dichloromethane (50 ml) followed by addition of dry pyridine (1.265 ml, 15.67 mmol) under nitrogen. To this suspension was added a dichloromethane solution of 4-nitrophenyl carbonochloridate (2.99 g, 14.37 mmol) via syringe at ambient temperature. The mixture was stirred overnight to give a suspension that was concentrated to half volume under a stream of nitrogen. 2,3-Dihydro-1H-pyrrolo[3,4-c]pyridine, dihydrochloride (2.... Product: COc1cc([N+](=O)[O-])c(C(=O)OCc2ccccc2)cc1OCc1ccccc1. The reactants are COc1ccc(C(=O)OCc2ccccc2)cc1OCc1ccccc1, CC(=O)OC(C)=O, N#N, [Na+], [Na+], O=C([O-])O, [OH-], O=[N+]([O-])O. RXN SMILES: [CH2:1]([c:2]1[cH:3][cH:4][cH:5][cH:6][cH:7]1)[O:8][c:9]1[cH:10][c:11]([C:12](=[O:13])[O:14][CH2:15][c:16]2[cH:17][cH:18][cH:19][cH:20][cH:21]2)[cH:22][cH:23][c:24]1[O:25][CH3:26].[CH3:40][C:41]([O:42][C:43]([CH3:44])=[O:45])=[O:46].[N:27]#[N:28].[Na+:34].[Na+:39].[O-:35][C:36]([OH:37])=[O:38].[OH-:33].[OH:29][N+:30]([O-:31])=[O:32]>>[CH2:1]([c:2]1[cH:3][cH:4][cH:5][cH:6][cH:7]1)[O:8][c:9]1[cH:10][c:11]([C:12](=[O:13])[O:14][CH2:15][c:16]2[cH:17][cH:18][cH:19][cH:20][cH:21]2)[c:22]([N+:30](=[O:29])[O-:31])[cH:23][c:24]1[O:25][CH3:26].